Dataset: the Open Reaction Database (ORD), a public repository of structured organic reaction records. Task: describe an organic reaction: reactants, conditions, products, and yield Starting materials: CCOC(=O)Cc1nc(NC(=O)C(CC2CCCC2)c2ccc(S(C)(=O)=O)cc2)sc1C, Cl, [Na+], C1COCCO1, [OH-]. The product is Cc1sc(NC(=O)C(CC2CCCC2)c2ccc(S(C)(=O)=O)cc2)nc1CC(=O)O. As a reaction SMILES: [CH2:1]([CH3:2])[O:3][C:4]([CH2:5][c:6]1[n:7][c:8]([NH:12][C:13]([CH:14]([CH2:15][CH:16]2[CH2:17][CH2:18][CH2:19][CH2:20]2)[c:21]2[cH:22][cH:23][c:24]([S:27](=[O:28])(=[O:29])[CH3:30])[cH:25][cH:26]2)=[O:31])[s:9][c:10]1[CH3:11])=[O:32].[ClH:35].[Na+:34].[O:36]1[CH2:37][CH2:38][O:39][CH2:40][CH2:41]1.[OH-:33]>>[O:3]=[C:4]([CH2:5][c:6]1[n:7][c:8]([NH:12][C:13]([CH:14]([CH2:15][CH:16]2[CH2:17][CH2:18][CH2:19][CH2:20]2)[c:21]2[cH:22][cH:23][c:24]([S:27](=[O:28])(=[O:29])[CH3:30])[cH:25][cH:26]2)=[O:31])[s:9][c:10]1[CH3:11])[OH:32]. Reactants: [BH4-].[Na+] (NaBH4), C(=O)([O-])[O-].[K+].[K+] (K2CO3), C(=O)(O)[O-].[Na+] (NaHCO3), II (I2), P(C1=CC=CC=C1)(C1=CC=CC=C1)C1=CC=CC=C1.Br (PPh3.HBr), ( f ), ( h ), [OH-].[Na+] (NaOH), C1=CC=C(C=C1)CBr (BnBr). Solvent: O.CO (Water MeOH), C(C)#N (Acetonitrile), CO (MeOH), CO (MeOH), CC(=O)C (Acetone), C(C)#N (Acetonitrile). Yields the product CO[Na] (MeONa), P(C1=CC=CC=C1)(C1=CC=CC=C1)C1=CC=CC=C1.Br (PPh3.HBr), ( h ). Yield: 78.0%. RXN SMILES: C1C=CC(C[Br:8])=CC=1.[C:9]([O-:12])(O)=O.[Na+:13].II.[BH4-].[Na+].[OH-].[Na+].C([O-])([O-])=O.[K+].[K+].[P:26]([C:39]1[CH:44]=[CH:43][CH:42]=[CH:41][CH:40]=1)([C:33]1[CH:38]=[CH:37][CH:36]=[CH:35][CH:34]=1)[C:27]1[CH:32]=[CH:31][CH:30]=[CH:29][CH:28]=1.Br>CO.C(#N)C.CC(C)=O.O.CO>[CH3:9][O:12][Na:13].[P:26]([C:33]1[CH:34]=[CH:35][CH:36]=[CH:37][CH:38]=1)([C:39]1[CH:44]=[CH:43][CH:42]=[CH:41][CH:40]=1)[C:27]1[CH:28]=[CH:29][CH:30]=[CH:31][CH:32]=1.[BrH:8] |f:1.2,4.5,6.7,8.9.10,11.12,16.17,19.20|. Procedure details: The aforementioned biomimetic route is ideally suited for preparing GLY analogs related to the natural biosynthetic pathway. Alternatively, the other inventive embodiment involving the use of a novel Wittig reaction along a non-biomimetic route, is very useful for going directly to the isoflav-3-ene intermediate. Because this route does not entail the use of a thallium reagent, it represents a ‘greener chemistry’ pathway that can also be particularly beneficial for large-scale production process... Starting materials: NC(CCO)c1ccc(F)cc1, O=C(O)C1SCCN1S(=O)(=O)c1ccc(-c2ccccc2)cc1. The product is O=C(NC(CCO)c1ccc(F)cc1)C1SCCN1S(=O)(=O)c1ccc(-c2ccccc2)cc1. As a reaction SMILES: [NH2:24][CH:25]([CH2:26][CH2:27][OH:28])[c:29]1[cH:30][cH:31][c:32]([F:35])[cH:33][cH:34]1.[c:1]1(-[c:18]2[cH:19][cH:20][cH:21][cH:22][cH:23]2)[cH:2][cH:3][c:4]([S:7](=[O:8])(=[O:9])[N:10]2[CH:11]([C:15](=[O:16])[OH:17])[S:12][CH2:13][CH2:14]2)[cH:5][cH:6]1>>[c:1]1(-[c:18]2[cH:19][cH:20][cH:21][cH:22][cH:23]2)[cH:2][cH:3][c:4]([S:7](=[O:8])(=[O:9])[N:10]2[CH:11]([C:15](=[O:17])[NH:24][CH:25]([CH2:26][CH2:27][OH:28])[c:29]3[cH:30][cH:31][c:32]([F:35])[cH:33][cH:34]3)[S:12][CH2:13][CH2:14]2)[cH:5][cH:6]1. Reactants: SCCC(=O)O (3-mercaptopropionic acid), C[O-].[Na+] (sodium methoxide), BrCC(=O)N(CC)CC (2-Bromo-N,N-diethyl-acetamide). Solvent: CO (methanol). Run at temperature 80 celsius, time 4 hour. The product is C(C)N(C(=O)CSCCC(=O)O)CC (3-Diethylcarbamoylmethylsulfanyl-propionic acid). RXN SMILES: [SH:1][CH2:2][CH2:3][C:4]([OH:6])=[O:5].C[O-].[Na+].Br[CH2:11][C:12]([N:14]([CH2:17][CH3:18])[CH2:15][CH3:16])=[O:13]>CO>[CH2:15]([N:14]([CH2:17][CH3:18])[C:12]([CH2:11][S:1][CH2:2][CH2:3][C:4]([OH:6])=[O:5])=[O:13])[CH3:16] |f:1.2|. Procedure details: To 3-mercaptopropionic acid (200 mg, 1.884 mmol) in methanol (3 mL) are added sodium methoxide (204 mg, 3.768 mmol) and 2-Bromo-N,N-diethyl-acetamide (402 mg, 2.070 mmol). After stirring at 80° C. during 4 h and evaporation of solvent, the residue is treated with ethyl acetate and water, the pH is adjusted to 10 with an aqueous NaHCO3 solution and the aqueous phase is extracted with ethyl acetate. After acidification of the aqueous phase to pH 2 with an aqueous 1N HCl solution, it is extracted w... The reactants are C(C)(C)(C)OC(NC[C@@H]1CC[C@H](CC1)C(N)=O)=O (tert-butyl((trans-4-carbamoylcyclohexyl)methyl)carbamate), C1CCC2=NCCCN2CC1 (DBU), [NH4+].[Cl-] (NH4Cl), P(=O)(OCC)(Cl)Cl (ethyl dichlorophosphate). The solvent is C(Cl)Cl (CH2Cl2), CO (MeOH), C(Cl)Cl (CH2Cl2). Reaction conditions: time 10 minute. Product: C(C)(C)(C)OC(NC[C@@H]1CC[C@H](CC1)C#N)=O (tert-butyl((trans-4-cyanocyclohexyl)methyl)carbamate). Isolated yield 89.0%. As a reaction SMILES: [C:1]([O:5][C:6](=[O:18])[NH:7][CH2:8][C@H:9]1[CH2:14][CH2:13][C@H:12]([C:15](=O)[NH2:16])[CH2:11][CH2:10]1)([CH3:4])([CH3:3])[CH3:2].C1CCN2C(=NCCC2)CC1.P(Cl)(Cl)(OCC)=O.[NH4+].[Cl-]>C(Cl)Cl.CO>[C:1]([O:5][C:6](=[O:18])[NH:7][CH2:8][C@H:9]1[CH2:10][CH2:11][C@H:12]([C:15]#[N:16])[CH2:13][CH2:14]1)([CH3:4])([CH3:2])[CH3:3] |f:3.4|. Procedure details: To a solution of tert-butyl((trans-4-carbamoylcyclohexyl)methyl)carbamate (1.7 g, 6.6 mmol) in CH2Cl2 (33 mL) was added DBU (3 g, 19.8 mmol) at room temperature. After stirring for 10 min, ethyl dichlorophosphate (2.2 g, 13.2 mmol) was added. The mixture was stirred at room temperature for 50 min. TLC (CH2Cl2:MeOH=10:1) showed the reaction was complete. The mixture was poured into sat. NH4Cl (aq., 150 mL) and extracted with CH2Cl2 (100 mL*2). The combined extracts were dried over Na2SO4, filtere... Starting materials: FC(C=1C=C(C=O)C=CC1)(F)F (3-(trifluoromethyl)benzaldehyde), CC(C(C(=O)N[C@H]1CC[C@@H]2CNC[C@@H]21)C2=CC=CC=C2)C (3-Methyl-N-[(3aR,4S,6aS)-octahydrocyclopenta[c]pyrrol-4-yl]-2-phenylbutanamide), C1(CCCCC1)C(C(=O)N[C@H]1CC[C@H]2CNC[C@H]21)C2CCCCC2 (2,2-dicyclohexyl-N-[(3aS,4S,6aR)-octahydrocyclopenta[c]pyrrol-4-yl]acetamide). Product: COC=1C=C(CN2C[C@@H]3[C@H](C2)[C@H](CC3)NC(C(C(C)C)C3=CC=CC=C3)=O)C=CC1 (N-[(3aR,4S,6aS)-2-(3-methoxybenzyl)octahydrocyclopenta[c]pyrrol-4-yl]-3-methyl-2-phenylbutanamide). RXN SMILES: FC(F)(F)[C:3]1[CH:4]=[C:5]([CH:8]=[CH:9][CH:10]=1)[CH:6]=O.[CH3:13][CH:14]([CH3:33])[CH:15]([C:27]1[CH:32]=[CH:31][CH:30]=[CH:29][CH:28]=1)[C:16]([NH:18][C@@H:19]1[C@@H:26]2[C@@H:22]([CH2:23][NH:24][CH2:25]2)[CH2:21][CH2:20]1)=[O:17].C1(C(C2CCCCC2)[C:41](N[C@@H]2[C@H]3[C@H](CNC3)CC2)=[O:42])CCCCC1>>[CH3:41][O:42][C:3]1[CH:4]=[C:5]([CH:8]=[CH:9][CH:10]=1)[CH2:6][N:24]1[CH2:25][C@@H:26]2[C@@H:19]([NH:18][C:16](=[O:17])[CH:15]([C:27]3[CH:28]=[CH:29][CH:30]=[CH:31][CH:32]=3)[CH:14]([CH3:33])[CH3:13])[CH2:20][CH2:21][C@@H:22]2[CH2:23]1. Procedure: The title compound was prepared by substituting 3-methoxybenzaldehyde for 3-(trifluoromethyl)benzaldehyde and 3-methyl-N-[(3aR,4S,6aS)-octahydrocyclopenta[c]pyrrol-4-yl]-2-phenylbutanamide from Example 83 Step A for 2,2-dicyclohexyl-N-[(3aS,4S,6aR)-octahydrocyclopenta[c]pyrrol-4-yl]acetamide in the procedure described for Example 54: 1H NMR (500 MHz, pyridine-d5) δ ppm 8.61-8.54 (m, 1H), 7.63 (d, J=7.6, 2H), 7.36-7.24 (m, J=5.6, 12.0, 20.6, 4H), 7.17 (s, 0.5H), 7.11 (s, 0.5H), 7.06 (d, J=7.8, 0.... The reactants are C(C)(=O)SC1/C(/CN(CC1)C(C1=C(C=CC=C1)Cl)C(=O)OC)=C/C(=O)OCC ((E)-4-acetylthio-1-(2-chloro-α-methoxycarbonylbenzyl)-3-ethoxycarbonylmethylidenepiperidine), Cl (hydrogen chloride). Run in CO (methanol). Conditions: time 8 hour. Product: Cl.ClC1=C(C(C(=O)OC)N2C\C(\C(CC2)S)=C/C(=O)OC)C=CC=C1 ((E)-1-(2-chloro-α-methoxycarbonylbenzyl)-4-mercapto-3-methoxycarbonylmethylidene-piperidine hydrochloride). As a reaction SMILES: C([S:4][CH:5]1[CH2:10][CH2:9][N:8]([CH:11]([C:19]([O:21][CH3:22])=[O:20])[C:12]2[CH:17]=[CH:16][CH:15]=[CH:14][C:13]=2[Cl:18])[CH2:7]/[C:6]/1=[CH:23]\[C:24]([O:26][CH2:27]C)=[O:25])(=O)C.Cl>CO>[ClH:18].[Cl:18][C:13]1[CH:14]=[CH:15][CH:16]=[CH:17][C:12]=1[CH:11]([N:8]1[CH2:9][CH2:10][CH:5]([SH:4])/[C:6](=[CH:23]/[C:24]([O:26][CH3:27])=[O:25])/[CH2:7]1)[C:19]([O:21][CH3:22])=[O:20] |f:3.4|. Procedure details: 1.22 g of the (E)-4-acetylthio-1-(2-chloro-α-methoxycarbonylbenzyl)-3-ethoxycarbonylmethylidenepiperidine obtained in the above-described step (a) were dissolved in 50 ml of methanol was dissolved. An appropriate amount of hydrogen chloride gas was blown through the resulting solution and the resulting mixture was allowed to stand overnight at room temperature. The residue after the removal of the solvent under reduced pressure was crystallized from diethyl ether, whereby 1.25 g of a mixture of ... Reactants: COS(=O)(=O)OC, COCCOCCOC, [K+], [OH-], CCCCOCC(O)COc1ccc(-c2nc(-c3ccc(OCC(O)COCCCC)cc3O)nc(-c3ccc(OCC(O)COCCCC)cc3O)n2)c(O)c1. Product: CCCCOCC(O)COc1ccc(-c2nc(-c3ccc(OCC(O)COCCCC)cc3O)nc(-c3ccc(OCC(O)COCCCC)cc3OC)n2)c(O)c1. Reaction SMILES: [CH3:60][O:61][S:62]([O:63][CH3:64])(=[O:65])=[O:66].[CH3:67][O:68][CH2:69][CH2:70][O:71][CH2:72][CH2:73][O:74][CH3:75].[K+:59].[OH-:58].[OH:1][c:2]1[c:3](-[c:18]2[n:19][c:20](-[c:41]3[c:42]([OH:57])[cH:43][c:44]([O:47][CH2:48][CH:49]([CH2:50][O:51][CH2:52][CH2:53][CH2:54][CH3:55])[OH:56])[cH:45][cH:46]3)[n:21][c:22](-[c:24]3[c:25]([OH:40])[cH:26][c:27]([O:30][CH2:31][CH:32]([CH2:33][O:34][CH2:35][CH2:36][CH2:37][CH3:38])[OH:39])[cH:28][cH:29]3)[n:23]2)[cH:4][cH:5][c:6]([O:8][CH2:9][CH:10]([CH2:11][O:12][CH2:13][CH2:14][CH2:15][CH3:16])[OH:17])[cH:7]1>>[O:1]([c:2]1[c:3](-[c:18]2[n:19][c:20](-[c:41]3[c:42]([OH:57])[cH:43][c:44]([O:47][CH2:48][CH:49]([CH2:50][O:51][CH2:52][CH2:53][CH2:54][CH3:55])[OH:56])[cH:45][cH:46]3)[n:21][c:22](-[c:24]3[c:25]([OH:40])[cH:26][c:27]([O:30][CH2:31][CH:32]([CH2:33][O:34][CH2:35][CH2:36][CH2:37][CH3:38])[OH:39])[cH:28][cH:29]3)[n:23]2)[cH:4][cH:5][c:6]([O:8][CH2:9][CH:10]([CH2:11][O:12][CH2:13][CH2:14][CH2:15][CH3:16])[OH:17])[cH:7]1)[CH3:60].